This data is from the Open Reaction Database (ORD), a public repository of structured organic reaction records. The task is: describe an organic reaction: reactants, conditions, products, and yield Reactants: ClC1=C(C=CC(=C1)Cl)\C=C(/C(C(C)(C)C)=O)\N1N=CN=C1 ((E)-1-(2,4-dichlorophenyl)-2-(1,2,4-triazol-1-yl)-4,4-dimethyl-1-penten-3-one), (+)-norephedrine hydrochloride, Cl (hydrochloric acid), [BH4-].[Na+] (sodium borohydride), [H][H] (hydrogen). The solvent is ClCCCl (1,2-dichloroethane), CN(C=O)C (dimethylformamide), ClCCCl (1,2-dichloroethane). Reaction conditions: temperature -30 celsius, time 23 hour. Product: ClC1=C(C=CC(=C1)Cl)\C=C(/C(C(C)(C)C)O)\N1N=CN=C1 ((-)-(E)-1-(2,4-dichlorophenyl)-2-(1,2,4-triazol-1-yl)-4,4-dimethyl-1-penten-3-ol). Isolated yield 99.6%. RXN SMILES: [BH4-].[Na+].[H][H].[Cl:5][C:6]1[CH:11]=[C:10]([Cl:12])[CH:9]=[CH:8][C:7]=1/[CH:13]=[C:14](/[N:21]1[CH:25]=[N:24][CH:23]=[N:22]1)\[C:15](=[O:20])[C:16]([CH3:19])([CH3:18])[CH3:17].Cl>ClCCCl.CN(C)C=O>[Cl:5][C:6]1[CH:11]=[C:10]([Cl:12])[CH:9]=[CH:8][C:7]=1/[CH:13]=[C:14](/[N:21]1[CH:25]=[N:24][CH:23]=[N:22]1)\[CH:15]([OH:20])[C:16]([CH3:17])([CH3:18])[CH3:19] |f:0.1|. Reported procedure: In a nitrogen atmosphere, 0.338 g (1.8 mmoles) of (+)-norephedrine hydrochloride was suspended in 5 ml of 1,2-dichloroethane, and after cooling to -30° C., a solution of 0.0681 g (1.8 mmoles) of sodium borohydride in 1 ml of dimethylformamide was added. On raising the temperature of the resulting suspension from -30° C. to room temperature over 2 hours, 87 ml of hydrogen gas was generated. Thereafter, a solution of 0.39 g (1.2 mmoles) of (E)-1-(2,4-dichlorophenyl)-2-(1,2,4-triazol-1-yl)-4,4-dime... Reactants: CNC(=O)N (N-methylurea), C(C(=O)C)(=O)OC (methyl pyruvate), C(C)(=O)O (acetic acid). Run in O (water). Product: OC1(C(NC(N1C)=O)=O)C (5-hydroxy-1,5-dimethylhydantoin). Isolated yield 31.5%. RXN SMILES: [CH3:1][NH:2][C:3]([NH2:5])=[O:4].[C:6]([O:11]C)(=O)[C:7]([CH3:9])=[O:8].C(O)(=O)C>O>[OH:8][C:7]1([CH3:9])[N:2]([CH3:1])[C:3](=[O:4])[NH:5][C:6]1=[O:11]. Procedure details: 155 g of N-methylurea were added to 214 g of methyl pyruvate in a 3 1 eggplant type flask. 800 ml of acetic acid and 200 ml of water were added to dissolve them and the solution was refluxed for 2.5 hours. Then, the reaction mixture was evaporated to dryness and acetic acid was removed by azeotropic distillation with toluene. The obtained crude product was purified by chromatography on silica gel (ethyl acetate and 5% methanol/chloroform) to give 95 g of 5-hydroxy-1,5-dimethylhydantoin (compound...